From a dataset of the Open Reaction Database (ORD), a public repository of structured organic reaction records. describe an organic reaction: reactants, conditions, products, and yield The reactants are ClC=1C=CC2=C(C(NC3=NC=CC=C23)=O)C1 (8-Chloro-5H-benzo[c][1,8]naphthyridin-6-one), CC(C)([O-])C.[Na+] (sodium tert-butoxide), FC1=C(N)C=CC=C1 (2-fluoroaniline), C1(CCCCC1)P(C1=C(C=CC=C1)C1=C(C=C(C=C1C(C)C)C(C)C)C(C)C)C1CCCCC1 (2-dicyclohexylphosphino-2′,4′,6′-triisopropylbiphenyl). The reagents and catalysts are C(C)(=O)[O-].[Pd+2].C(C)(=O)[O-] (palladium(II) acetate). Run in O1CCOCC1 (dioxane), CO (MeOH). Reaction conditions: temperature 100 celsius, time 8 hour. The product is C1(=CC=CC=C1)NC=1C=CC2=C(C(NC3=NC=CC=C23)=O)C1 (8-Phenylamino-5H-benzo[c][1,8]naphthyridin-6-one). Yield: 39.6%. RXN SMILES: Cl[C:2]1[CH:3]=[CH:4][C:5]2[C:14]3[C:9](=[N:10][CH:11]=[CH:12][CH:13]=3)[NH:8][C:7](=[O:15])[C:6]=2[CH:16]=1.F[C:18]1[CH:24]=[CH:23][CH:22]=[CH:21][C:19]=1[NH2:20].C1(P(C2CCCCC2)C2C=CC=CC=2C2C(C(C)C)=CC(C(C)C)=CC=2C(C)C)CCCCC1.CC(C)([O-])C.[Na+]>O1CCOCC1.CO.C([O-])(=O)C.[Pd+2].C([O-])(=O)C>[C:19]1([NH:20][C:2]2[CH:3]=[CH:4][C:5]3[C:14]4[C:9](=[N:10][CH:11]=[CH:12][CH:13]=4)[NH:8][C:7](=[O:15])[C:6]=3[CH:16]=2)[CH:21]=[CH:22][CH:23]=[CH:24][CH:18]=1 |f:3.4,7.8.9|. Procedure details: 8-Chloro-5H-benzo[c][1,8]naphthyridin-6-one (50 mg, 0.22 mmol), 2-fluoroaniline (48 mg, 0.43 mmol), palladium(II) acetate (2 mg, 0.01 mmol), 2-dicyclohexylphosphino-2′,4′,6′-triisopropylbiphenyl (8 mg, 0.02 mmol), and sodium tert-butoxide (63 mg, 0.65 mmol) were suspended in dioxane (2 mL), and stirred overnight at 100° C. The reaction mixture was diluted with MeOH, filtered through a membrane plug, and purified via prep-LC-MS to provide 17 (25 mg, 38% yield) as a tan solid. LC-MS (M+H=306, obsd... RXN SMILES: [S:1]1[CH:5]=[CH:4][N:3]=[C:2]1[NH:6][C:7](=[O:9])[CH3:8].C([Li])CCC.[O:15]=[C:16]1[C:21]2[CH:22]=[CH:23][CH:24]=[C:25]([C:26]([F:29])([F:28])[F:27])[C:20]=2[N:19]=[C:18]([C@@H:30]([NH:33][C:34](=[O:40])[O:35][C:36]([CH3:39])([CH3:38])[CH3:37])[CH2:31][CH3:32])[O:17]1>CCCCCC.O1CCCC1>[O:15]=[C:16]([C:21]1[CH:22]=[CH:23][CH:24]=[C:25]([C:26]([F:29])([F:28])[F:27])[C:20]=1[NH:19][C:18](=[O:17])[C@@H:30]([NH:33][C:34](=[O:40])[O:35][C:36]([CH3:38])([CH3:37])[CH3:39])[CH2:31][CH3:32])[CH2:8][C:7](=[O:9])[NH:6][C:2]1[S:1][CH:5]=[CH:4][N:3]=1. Product: O=C(CC(NC=1SC=CN1)=O)C1=C(C(=CC=C1)C(F)(F)F)NC([C@H](CC)NC(OC(C)(C)C)=O)=O (1,1-dimethylethyl N-[(S) 2-[[2-[1,3-dioxo-3-(2-thiazolylamino)-propyl]-6-(trifluoromethyl)-phenyl]-amino]-1-ethyl-2-oxoethyl]-carbamate). Starting materials: S1C(=NC=C1)NC(C)=O (N-(2-thiazolyl)-acetamide), O=C1OC(=NC2=C1C=CC=C2C(F)(F)F)[C@H](CC)NC(OC(C)(C)C)=O (1,1-dimethylethyl N-[(S) 1-[ 4-oxo-8-(trifluoromethyl)-4H-3,1-benzoxazin-2-yl]-propyl]-carbamate), solution, C(CCC)[Li] (n-butyllithium). Run in CCCCCC (hexane), O1CCCC1 (tetrahydrofuran), O1CCCC1 (tetrahydrofuran). Reported procedure: Using the procedure of Step B of Example 3, 7.78 g of N-(2-thiazolyl)-acetamide, 240 ml of tetrahydrofuran and 78.3 ml of a solution of n-butyllithium in hexane and 10.2 g of the product of Step A in 75 ml of tetrahydrofuran were reacted to obtain 8.3 g of 1,1-dimethylethyl N-[(S) 2-[[2-[1,3-dioxo-3-(1,1-dimethylethyl N-[(S) 2-[[2-[1,3-dioxo-3-(2-thiazolylamino)-propyl]-6-(trifluoromethyl)-phenyl]-amino]-1-ethyl-2-oxoethyl]-carbamate melting at 190° C. and having a specific rotation of [α]D =-36... Reactants: FC=1C=C(C=C(C1F)F)S(=O)(=O)N (3,4,5-trifluorobenzenesulfonamide), CN(CC[C@H](CSC1=CC=CC=C1)N)C ((R)—N1,N1-dimethyl-4-phenylsulfanyl-butane-1,3-diamine), Intermediate 4. Product: CN(CC[C@H](CSC1=CC=CC=C1)NC1=C(C=C(C=C1F)S(=O)(=O)N)F)C ((R)-4-(4-(dimethylamino)-1-(phenylthio)butan-2-ylamino)-3,5-difluorobenzenesulfonamide). Reaction SMILES: [F:1][C:2]1[CH:3]=[C:4]([S:10]([NH2:13])(=[O:12])=[O:11])[CH:5]=[C:6]([F:9])[C:7]=1F.[CH3:14][N:15]([CH3:28])[CH2:16][CH2:17][C@@H:18]([NH2:27])[CH2:19][S:20][C:21]1[CH:26]=[CH:25][CH:24]=[CH:23][CH:22]=1>>[CH3:28][N:15]([CH3:14])[CH2:16][CH2:17][C@@H:18]([NH:27][C:7]1[C:6]([F:9])=[CH:5][C:4]([S:10]([NH2:13])(=[O:11])=[O:12])=[CH:3][C:2]=1[F:1])[CH2:19][S:20][C:21]1[CH:22]=[CH:23][CH:24]=[CH:25][CH:26]=1. Procedure details: The title compound was prepared from 3,4,5-trifluorobenzenesulfonamide and (R)—N1,N1-dimethyl-4-phenylsulfanyl-butane-1,3-diamine using the procedure described for Intermediate 4. The reactants are FC1=CC=C(C(NCC(=O)O)=O)C=C1 (4-fluoro-hippuric acid), C1(=CC=CC=C1)C(C=1N=NC=CC1)N (rac-C-phenyl-C-pyridazin-3-yl-methylamine). Yields the product FC1=CC=C(C(=O)NCC(NC(C=2N=NC=CC2)C2=CC=CC=C2)=O)C=C1 (rac-4-Fluoro-N-{[(phenyl-pyridazin-3-yl-methyl)-carbamoyl]-methyl}-benzamide). As a reaction SMILES: [F:1][C:2]1[CH:14]=[CH:13][C:5]([C:6](=[O:12])[NH:7][CH2:8][C:9]([OH:11])=O)=[CH:4][CH:3]=1.[C:15]1([CH:21]([NH2:28])[C:22]2[N:23]=[N:24][CH:25]=[CH:26][CH:27]=2)[CH:20]=[CH:19][CH:18]=[CH:17][CH:16]=1>>[F:1][C:2]1[CH:3]=[CH:4][C:5]([C:6]([NH:7][CH2:8][C:9](=[O:11])[NH:28][CH:21]([C:15]2[CH:20]=[CH:19][CH:18]=[CH:17][CH:16]=2)[C:22]2[N:23]=[N:24][CH:25]=[CH:26][CH:27]=2)=[O:12])=[CH:13][CH:14]=1. Procedure: Prepared in analogy to example 1.1 from 4-fluoro-hippuric acid (CA [366-79-0]) and rac-C-phenyl-C-pyridazin-3-yl-methylamine (example 4.11).